This data is from the Open Reaction Database (ORD), a public repository of structured organic reaction records. The task is: describe an organic reaction: reactants, conditions, products, and yield The reactants are Cl (HCl), O.[OH-].[Li+] (Lithium hydroxide hydrate), C(C)OCCN(C(NC1=CC=C(C(=O)OC)C=C1)=O)C1=CC=2C(CCC(C2C=C1)(C)C)(C)C (methyl 4-[3-(2-ethoxy-ethyl)-3-(5,5,8,8-tetramethyl-5,6,7,8-tetrahydro-naphthalen-2-yl)-ureido]-benzoate), CO (methanol). Run in C1CCOC1 (THF), O (water). Yields the product C(C)OCCN(C(NC1=CC=C(C(=O)O)C=C1)=O)C1=CC=2C(CCC(C2C=C1)(C)C)(C)C (4-[3-(2-Ethoxy-Ethyl)-3-(5,5,8,8-tetramethyl-5,6,7,8-Tetrahydro-Naphthalen-2-yl)-ureido]-benzoic Acid). Isolated yield 79.4%. RXN SMILES: O.[OH-].[Li+].[CH2:4]([O:6][CH2:7][CH2:8][N:9]([C:23]1[CH:32]=[CH:31][C:30]2[C:29]([CH3:34])([CH3:33])[CH2:28][CH2:27][C:26]([CH3:36])([CH3:35])[C:25]=2[CH:24]=1)[C:10](=[O:22])[NH:11][C:12]1[CH:21]=[CH:20][C:15]([C:16]([O:18]C)=[O:17])=[CH:14][CH:13]=1)[CH3:5].CO.Cl>C1COCC1.O>[CH2:4]([O:6][CH2:7][CH2:8][N:9]([C:23]1[CH:32]=[CH:31][C:30]2[C:29]([CH3:34])([CH3:33])[CH2:28][CH2:27][C:26]([CH3:35])([CH3:36])[C:25]=2[CH:24]=1)[C:10](=[O:22])[NH:11][C:12]1[CH:21]=[CH:20][C:15]([C:16]([OH:18])=[O:17])=[CH:14][CH:13]=1)[CH3:5] |f:0.1.2|. Procedure: Lithium hydroxide hydrate (0.5 g) was added to a solution of methyl 4-[3-(2-ethoxy-ethyl)-3-(5,5,8,8-tetramethyl-5,6,7,8-tetrahydro-naphthalen-2-yl)-ureido]-benzoate (39) (520 mg) dissolved in 20 mL THF, 5 mL methanol and 5 mL and the reaction mixture was stirred at room temperature for two hours. The reaction mixture was diluted with 20 mL water, the pH was adjusted to 2 with concentrated HCl and extracted with three 25 mL portions of ethyl acetate. The combined organic extracts were dried over...